Dataset: the Open Reaction Database (ORD), a public repository of structured organic reaction records. Task: describe an organic reaction: reactants, conditions, products, and yield Product: C(C1=CC=CC=C1)C=1N=C(C2=C(N1)CCNC2)C2=CC=C(C=C2)F (2-Benzyl-4-(4-fluoro-phenyl)-5,6,7,8-tetrahydro-pyrido[4,3-d]pyrimidine). Yield: 84.3%. As a reaction SMILES: C(OC([N:8]1[CH2:31][CH2:30][C:11]2[N:12]=[C:13]([CH2:23][C:24]3[CH:29]=[CH:28][CH:27]=[CH:26][CH:25]=3)[N:14]=[C:15]([C:16]3[CH:21]=[CH:20][C:19]([F:22])=[CH:18][CH:17]=3)[C:10]=2[CH2:9]1)=O)(C)(C)C.C(O)(C(F)(F)F)=O>C(Cl)Cl>[CH2:23]([C:13]1[N:14]=[C:15]([C:16]2[CH:17]=[CH:18][C:19]([F:22])=[CH:20][CH:21]=2)[C:10]2[CH2:9][NH:8][CH2:31][CH2:30][C:11]=2[N:12]=1)[C:24]1[CH:29]=[CH:28][CH:27]=[CH:26][CH:25]=1. Reactants: C(C)(C)(C)OC(=O)N1CC2=C(N=C(N=C2C2=CC=C(C=C2)F)CC2=CC=CC=C2)CC1 (2-Benzyl-4-(4-fluoro-phenyl)-7,8-dihydro-5H-pyrido[4,3-d]pyrimidine-6-carboxylic acid tert-butyl ester), C(=O)(C(F)(F)F)O (TFA). Run in C(Cl)Cl (CH2Cl2). Conditions: time 4 hour. Procedure details: A solution of the product from Step B (0.131 g, 0.312 mmol) in CH2Cl2 was treated with TFA. After stirring for 4 h, the mixture was concentrated and partitioned between saturated (satd.) aq. NaHCO3 and CH2Cl2 (2×). The combined organic layers were dried and concentrated. The resulting residue was purified via SiO2 chromatography (1-7% 2 M NH3 in MeOH/CH2Cl2) to give 0.084 g (84%) of the title compound. MS (ESI): exact mass calcd. for C20H18FN3, 319.15; m/z found, 320.4 [M+H]+. 1H NMR (CDCl3): 7.... Starting materials: C[Li] (Methyl lithium), C(CCC)OC1=NC(=C(C=C1C=O)C1=CC=C(C=C1)S(=O)(=O)C)C1=CC=C(C=C1)F (2-Butoxy-6-(4-fluorophenyl)-5-[4-(methylsulfonyl)phenyl]pyridine-3-carboxaldehyde). Procedure details: Methyl lithium (0.67 ml, 1.5M in diethyl ether, 1.02 mMol) was added by syringe to a stirring solution of 2-butoxy-6-(4-fluorophenyl)-5-[4-(methylsulfonyl)phenyl]pyridine-3-carboxaldehyde [Example 30](0.38 g, 0.88 mMol) in 50 mL THF cooled to -75° C. The cold bath was removed and the reaction mixture was allowed to come to room temperature. Acetic acid (10%, 5 ml) was added. After stirring for 30 minutes, the layers were separated. The organic layer was washed with 50 ml water, dried over sodium... Run at temperature -75 celsius, time 30 minute. Product: C(CCC)OC1=NC(=C(C=C1C(O)C)C1=CC=C(C=C1)S(=O)(=O)C)C1=CC=C(C=C1)F ((+/-) 2-Butoxy-6-(4-fluorophenyl)-α-methyl-5-[4-(methylsulfonyl)phenyl]pyridine-3-methanol). Reaction SMILES: [CH3:1][Li].[CH2:3]([O:7][C:8]1[C:13]([CH:14]=[O:15])=[CH:12][C:11]([C:16]2[CH:21]=[CH:20][C:19]([S:22]([CH3:25])(=[O:24])=[O:23])=[CH:18][CH:17]=2)=[C:10]([C:26]2[CH:31]=[CH:30][C:29]([F:32])=[CH:28][CH:27]=2)[N:9]=1)[CH2:4][CH2:5][CH3:6]>C1COCC1>[CH2:3]([O:7][C:8]1[C:13]([CH:14]([CH3:1])[OH:15])=[CH:12][C:11]([C:16]2[CH:17]=[CH:18][C:19]([S:22]([CH3:25])(=[O:24])=[O:23])=[CH:20][CH:21]=2)=[C:10]([C:26]2[CH:27]=[CH:28][C:29]([F:32])=[CH:30][CH:31]=2)[N:9]=1)[CH2:4][CH2:5][CH3:6]. Solvent: C1CCOC1 (THF). Reactants: B#B (diborane), O1CCCC1 (tetrahydrofuran), ClC1=C(CCNC(CC)=O)C=CC(=C1OC)OC (N-(2-chloro-3,4-dimethoxyphenethyl)propionamide). Solvent: CO (methanol). Yields the product C(CC)NCCC1=C(C(=C(C=C1)OC)OC)Cl (N-(n-propyl)-2-chloro-3,4-dimethoxyphenethylamine). Reaction SMILES: B#B.O1CCCC1.[Cl:8][C:9]1[C:21]([O:22][CH3:23])=[C:20]([O:24][CH3:25])[CH:19]=[CH:18][C:10]=1[CH2:11][CH2:12][NH:13][C:14](=O)[CH2:15][CH3:16]>CO>[CH2:14]([NH:13][CH2:12][CH2:11][C:10]1[CH:18]=[CH:19][C:20]([O:24][CH3:25])=[C:21]([O:22][CH3:23])[C:9]=1[Cl:8])[CH2:15][CH3:16]. Procedure details: To 100 ml. of a solution of diborane in tetrahydrofuran (0.93 molar, 0.093 mole) was added a solution of 9.0 g. (0.033 mole) of the above-prepared propionamide. The mixture was refluxed overnight, cooled and methanol added to destroy unreacted diborane. Ethereal hydrogen chloride and methanol were added and the mixture evaporated to dryness. The residue was dissolved in dilute hydrochloric acid/ether and the acidic aqueous solution was basified, extracted with ether and the dried ether extract e...